Dataset: the Open Reaction Database (ORD), a public repository of structured organic reaction records. Task: describe an organic reaction: reactants, conditions, products, and yield Reactants: N#CC(c1ccc(Cl)cc1)c1ncc(C(F)(F)F)cc1Cl, O, O=S(=O)(O)O. The product is NC(=O)C(c1ccc(Cl)cc1)c1ncc(C(F)(F)F)cc1Cl. Reaction SMILES: [Cl:1][c:2]1[c:3]([CH:12]([C:13]#[N:14])[c:15]2[cH:16][cH:17][c:18]([Cl:21])[cH:19][cH:20]2)[n:4][cH:5][c:6]([C:8]([F:9])([F:10])[F:11])[cH:7]1.[OH2:27].[S:22]([OH:23])(=[O:24])(=[O:25])[OH:26]>>[Cl:1][c:2]1[c:3]([CH:12]([C:13]([NH2:14])=[O:23])[c:15]2[cH:16][cH:17][c:18]([Cl:21])[cH:19][cH:20]2)[n:4][cH:5][c:6]([C:8]([F:9])([F:10])[F:11])[cH:7]1. Procedure details: The title compound was prepared by following the procedure described for Example-108 using 2-[(2-chloro-6-methylphenyl)amino]-7,7-dimethyl-7,8-dihydro-1H-furo[3,2-e]benzimidazole-5-carboxylic acid (Intermediate-35, 0.100 g, 0.268 mmol), thionyl chloride (3.0 mL), 2,4,6-trifluoroaniline (0.059 g, 0.403 mmol), THF (10.0 mL) and DIPEA (3 mL). The obtained crude product was purified by column chromatography on neutral alumina eluting with 0.7-1.0% MeOH:DCM to afford 0.015 g of the desired product. 1... Reaction SMILES: [Cl:1][C:2]1[CH:7]=[CH:6][CH:5]=[C:4]([CH3:8])[C:3]=1[NH:9][C:10]1[NH:11][C:12]2[C:18]3[CH2:19][C:20]([CH3:23])([CH3:22])[O:21][C:17]=3[C:16]([C:24](O)=[O:25])=[CH:15][C:13]=2[N:14]=1.S(Cl)(Cl)=O.[F:31][C:32]1[CH:38]=[C:37]([F:39])[CH:36]=[C:35]([F:40])[C:33]=1[NH2:34].CCN(C(C)C)C(C)C>C1COCC1>[Cl:1][C:2]1[CH:7]=[CH:6][CH:5]=[C:4]([CH3:8])[C:3]=1[NH:9][C:10]1[NH:11][C:12]2[C:18]3[CH2:19][C:20]([CH3:22])([CH3:23])[O:21][C:17]=3[C:16]([C:24]([NH:34][C:33]3[C:32]([F:31])=[CH:38][C:37]([F:39])=[CH:36][C:35]=3[F:40])=[O:25])=[CH:15][C:13]=2[N:14]=1. The yield is 11.2%. The product is ClC1=C(C(=CC=C1)C)NC=1NC2=C(N1)C=C(C1=C2CC(O1)(C)C)C(=O)NC1=C(C=C(C=C1F)F)F (2-[(2-Chloro-6-methylphenyl)amino]-7,7-dimethyl-N-(2,4,6-trifluorophenyl)-7,8-dihydro-1H-furo[3,2-e]benzimidazole-5-carboxamide). The reactants are ClC1=C(C(=CC=C1)C)NC=1NC2=C(N1)C=C(C1=C2CC(O1)(C)C)C(=O)O (2-[(2-chloro-6-methylphenyl)amino]-7,7-dimethyl-7,8-dihydro-1H-furo[3,2-e]benzimidazole-5-carboxylic acid), CCN(C(C)C)C(C)C (DIPEA), S(=O)(Cl)Cl (thionyl chloride), FC1=C(N)C(=CC(=C1)F)F (2,4,6-trifluoroaniline). Solvent: C1CCOC1 (THF). Reactants: [OH-].[Na+] (NaOH), OC=1C=C(C=CC1)NC(C)=O (N-(3-hydroxyphenyl)acetamide), BrCC(=O)OCC (ethyl bromoacetate), C(=O)([O-])[O-].[K+].[K+] (K2CO3), Cl (HCl). Solvent: O.CCO (water EtOH), CC#N (MeCN). Run at temperature 80 celsius, time 4 hour. Product: C(C)(=O)NC=1C=C(OCC(=O)O)C=CC1 (2-(3-acetamidophenoxy)acetic acid). RXN SMILES: [OH:1][C:2]1[CH:3]=[C:4]([NH:8][C:9](=[O:11])[CH3:10])[CH:5]=[CH:6][CH:7]=1.Br[CH2:13][C:14]([O:16]CC)=[O:15].C([O-])([O-])=O.[K+].[K+].[OH-].[Na+].Cl>CC#N.O.CCO>[C:9]([NH:8][C:4]1[CH:3]=[C:2]([CH:7]=[CH:6][CH:5]=1)[O:1][CH2:13][C:14]([OH:16])=[O:15])(=[O:11])[CH3:10] |f:2.3.4,5.6,9.10|. Reported procedure: To a stirred mixture of N-(3-hydroxyphenyl)acetamide (300 mg, 2.0 mmol) in MeCN (5 mL) was added ethyl bromoacetate (500 mg, 3 mmol) and K2CO3 (828 mg, 6 mmol). The mixture was stirred at 80° C. for 4 hours, filtered and the filtrate was concentrated. NaOH (80 mg, 2 mmol) and water:EtOH (1:1, 10 mL) was added to the mixture. This mixture was then stirred at 50° C. for 4 hours before being acidified by 1M HCl, extracted with ethyl acetate (2×30 mL). The combined extracts were washed with brine (3... Starting materials: O=C1CCc2ccccc21, [K+], O=[N+]([O-])[O-], O=S(=O)(O)O. Yields the product O=C1CCc2ccc([N+](=O)[O-])cc21. As a reaction SMILES: [C:1]1(=[O:10])[CH2:2][CH2:3][c:4]2[cH:5][cH:6][cH:7][cH:8][c:9]21.[K+:11].[O-:12][N+:13]([O-:14])=[O:15].[S:16](=[O:17])(=[O:18])([OH:19])[OH:20]>>[C:1]1(=[O:10])[CH2:2][CH2:3][c:4]2[cH:5][cH:6][c:7]([N+:13](=[O:12])[O-:14])[cH:8][c:9]21. Reactants: C([O-])([O-])=O.[K+].[K+] (potassium carbonate), O1CCCC1 (tetrahydrofuran), CO (methanol), C[Si](C)(C)C#CC=1C=C(C=CC1)S(=O)(=O)N (3-[(trimethylsilyl)ethynyl]benzenesulfonamide). Run in O (water). Reaction conditions: time 12 hour. Yields the product C(#C)C=1C=C(C=CC1)S(=O)(=O)N (3-Ethynylbenzenesulfonamide). The yield is 73.6%. As a reaction SMILES: C(=O)([O-])[O-].[K+].[K+].O1CCCC1.CO.C[Si]([C:18]#[C:19][C:20]1[CH:21]=[C:22]([S:26]([NH2:29])(=[O:28])=[O:27])[CH:23]=[CH:24][CH:25]=1)(C)C>O>[C:19]([C:20]1[CH:21]=[C:22]([S:26]([NH2:29])(=[O:27])=[O:28])[CH:23]=[CH:24][CH:25]=1)#[CH:18] |f:0.1.2|. Reported procedure: Under cooling in an ice bath, potassium carbonate (610 mg) was added to a tetrahydrofuran (30 mL) and methanol (70 mL) solution of 3-[(trimethylsilyl)ethynyl]benzenesulfonamide (11.1 g), and the obtained solution was then stirred at a room temperature for 12 hours. Thereafter, water was added to the reaction solution, and the solvent was then distilled away under a reduced pressure. Then, the residue was extracted with diethyl ether. The organic layer was washed with water and a saturated saline...